This data is from the Open Reaction Database (ORD), a public repository of structured organic reaction records. The task is: describe an organic reaction: reactants, conditions, products, and yield Starting materials: CS(=O)(=O)O (Methanesulfonic acid), NC(NNC(CCCCCCCCCCC)=O)=S (Dodecanoic acid 2-(aminothioxomethyl)hydrazide). Run in C1(=CC=CC=C1)C (toluene). Run at temperature 0 celsius, time 5 minute. The product is C(CCCCCCCCCC)C1=NN=C(S1)N (5-undecyl-1,3,4-thiadiazol-2-amine). Reaction SMILES: CS(O)(=O)=O.[NH2:6][C:7](=[S:23])[NH:8][NH:9][C:10](=O)[CH2:11][CH2:12][CH2:13][CH2:14][CH2:15][CH2:16][CH2:17][CH2:18][CH2:19][CH2:20][CH3:21]>C1(C)C=CC=CC=1>[CH2:11]([C:10]1[S:23][C:7]([NH2:6])=[N:8][N:9]=1)[CH2:12][CH2:13][CH2:14][CH2:15][CH2:16][CH2:17][CH2:18][CH2:19][CH2:20][CH3:21]. Reported procedure: Methanesulfonic acid (6.26 g, 0.065 mol) was added in one portion to a slurry of the compound prepared in Step 1 above (11.9 g, 0.044 mol) in toluene (300 mL) at 0° C. After 5 minutes, the mixture was heated to reflux for 18 hours, allowed to cool to 0° C., filtered, and the residue washed with cold toluene (50 mL at 5° C). The solid was dried in vacuo, suspended in water (200 mL), and made basic with ammonium hydroxide (0.1M) while stirring vigorously. The resulting solid was filtered, washed w... Starting materials: CCCCCCCCCCCCCCCCC(C)C(O)=S, CO, ClCCCl, O=S(=O)(O)O. Yields the product CCCCCCCCCCCCCCCCC(C)C(=S)OC. Reaction SMILES: [CH3:1][CH:2]([C:3](=[S:4])[OH:5])[CH2:6][CH2:7][CH2:8][CH2:9][CH2:10][CH2:11][CH2:12][CH2:13][CH2:14][CH2:15][CH2:16][CH2:17][CH2:18][CH2:19][CH2:20][CH3:21].[CH3:31][OH:32].[Cl:22][CH2:23][CH2:24][Cl:25].[S:26](=[O:27])(=[O:28])([OH:29])[OH:30]>>[CH3:1][CH:2]([C:3](=[S:4])[O:5][CH3:23])[CH2:6][CH2:7][CH2:8][CH2:9][CH2:10][CH2:11][CH2:12][CH2:13][CH2:14][CH2:15][CH2:16][CH2:17][CH2:18][CH2:19][CH2:20][CH3:21]. Starting materials: CCO, N#Cc1cccc(-c2nc3sccn3c2-c2ccnc(NC3CCCN(S(=O)(=O)c4ccc(Cl)cc4)C3)n2)c1, Cl, NO, [Na+], [Na+], O=C([O-])[O-], O. Yields the product NC(=NO)c1cccc(-c2nc3sccn3c2-c2ccnc(NC3CCCN(S(=O)(=O)c4ccc(Cl)cc4)C3)n2)c1. As a reaction SMILES: [CH2:50]([OH:51])[CH3:52].[Cl:1][c:2]1[cH:3][cH:4][c:5]([S:8](=[O:9])(=[O:10])[N:11]2[CH2:12][CH:13]([NH:17][c:18]3[n:19][cH:20][cH:21][c:22](-[c:24]4[c:25](-[c:32]5[cH:33][c:34]([C:38]#[N:39])[cH:35][cH:36][cH:37]5)[n:26][c:27]5[s:28][cH:29][cH:30][n:31]45)[n:23]3)[CH2:14][CH2:15][CH2:16]2)[cH:6][cH:7]1.[ClH:40].[NH2:41][OH:42].[Na+:43].[Na+:44].[O-:45][C:46](=[O:47])[O-:48].[OH2:49]>>[Cl:1][c:2]1[cH:3][cH:4][c:5]([S:8](=[O:9])(=[O:10])[N:11]2[CH2:12][CH:13]([NH:17][c:18]3[n:19][cH:20][cH:21][c:22](-[c:24]4[c:25](-[c:32]5[cH:33][c:34]([C:38]([NH2:39])=[N:41][OH:42])[cH:35][cH:36][cH:37]5)[n:26][c:27]5[s:28][cH:29][cH:30][n:31]45)[n:23]3)[CH2:14][CH2:15][CH2:16]2)[cH:6][cH:7]1. The reactants are CC(C)(C)N, CC(C)(C)[Si](C)(C)OCCCCCCOS(C)(=O)=O. Yields the product CC(C)(C)NCCCCCCO[Si](C)(C)C(C)(C)C. Reaction SMILES: [C:20]([CH3:21])([CH3:22])([CH3:23])[NH2:24].[CH3:1][S:2]([O:3][CH2:6][CH2:7][CH2:8][CH2:9][CH2:10][CH2:11][O:12][Si:13]([CH3:14])([CH3:15])[C:16]([CH3:17])([CH3:18])[CH3:19])(=[O:4])=[O:5]>>[CH2:6]([CH2:7][CH2:8][CH2:9][CH2:10][CH2:11][O:12][Si:13]([CH3:14])([CH3:15])[C:16]([CH3:17])([CH3:18])[CH3:19])[NH:24][C:20]([CH3:21])([CH3:22])[CH3:23]. The reactants are OC=1C2=C(NC(C1C(=O)OCC)=O)C=CS2 (ethyl 4,5-dihydro-7-hydroxy-5-oxothieno[3,2-b]pyridine-6-carboxylate), NC=1C=NC=CC1 (3-aminopyridine), C=1(C(=CC=CC1)C)C (xylene). The solvent is CN(C=O)C (dimethylformamide). Reaction conditions: temperature 140 celsius. Yields the product OC=1C2=C(NC(C1C(=O)NC=1C=NC=CC1)=O)C=CS2 (4,5-Dihydro-7-hydroxy-5-oxo-N-(3-pyridyl)thieno[3,2-b]-pyridine-6-carboxamide). Yield: 53.2%. As a reaction SMILES: [OH:1][C:2]1[C:3]2[S:16][CH:15]=[CH:14][C:4]=2[NH:5][C:6](=[O:13])[C:7]=1[C:8]([O:10]CC)=O.[NH2:17][C:18]1[CH:19]=[N:20][CH:21]=[CH:22][CH:23]=1.C1(C)C(C)=CC=CC=1>CN(C)C=O>[OH:1][C:2]1[C:3]2[S:16][CH:15]=[CH:14][C:4]=2[NH:5][C:6](=[O:13])[C:7]=1[C:8]([NH:17][C:18]1[CH:19]=[N:20][CH:21]=[CH:22][CH:23]=1)=[O:10]. Procedure: A mixture of 2.43 g (10.2 mmols) of ethyl 4,5-dihydro-7-hydroxy-5-oxothieno[3,2-b]pyridine-6-carboxylate [J. Chem. Res. (S), 6 (1980); J. Chem. Res. (M), 113 (1980)], 1.00 g (10.6 mmols) of 3-aminopyridine, 50 ml of xylene and 10 ml of dimethylformamide was heated at 140° C. for an hour. After completion of the reaction, insoluble matters were filtered and recrystallized from dimethylformamide to give 1.56 g (yield: 54%) of Compound 1. Reactants: NC1=C(C(=O)O)C=CC=C1C (2-amino-3-methylbenzoic acid), C(C)N=C=NCCCN(C)C (1-ethyl-3-(3-dimethylaminopropyl)carbodiimide), [Cl-].[NH4+] (ammonium chloride), C(C)(C)N(CC)C(C)C (diisopropylethylamine). Run in CN(C)C=O (DMF). Conditions: time 60 hour. Yields the product NC1=C(C(=O)N)C=CC=C1C (2-amino-3-methyl-benzamide). Isolated yield 86.6%. RXN SMILES: [NH2:1][C:2]1[C:10]([CH3:11])=[CH:9][CH:8]=[CH:7][C:3]=1[C:4](O)=[O:5].C([N:14]=C=NCCCN(C)C)C.[Cl-].[NH4+].C(N(C(C)C)CC)(C)C>CN(C=O)C>[NH2:1][C:2]1[C:10]([CH3:11])=[CH:9][CH:8]=[CH:7][C:3]=1[C:4]([NH2:14])=[O:5] |f:2.3|. Procedure: To 2-amino-3-methylbenzoic acid (1.5 g, 10 mmol) in DMF (5 mL) at rt were added hydroxybenzatriazole (2.0 g, 13 mmol), 1-ethyl-3-(3-dimethylaminopropyl)carbodiimide (2.3 g, 12 mmol), ammonium chloride (2.3 g, 42 mmol), and diisopropylethylamine (7.5 ml, 42 mmol). The mixture was purged with N2 and stirred for 60 h. The mixture was poured into water and extracte with EtOAc (50 mL×3), and the combined extracts were washed with brine (20 mL×2), dried over MgSO4, filtered, and concentrated under red... Starting materials: C1(CC1)C(C/C=C/C(=O)OC)OCC(OCC)OCC (Methyl (2E)-5-cyclopropyl-5-(2,2-diethoxyethoxyl)pent-2-enoate), C(C1=CC=CC=C1)OC[C@H]1C[C@@H]2C(=NOC2)CO1 ((3aR,5R)-5-[(benzyloxy)methyl]-3,3a,4,5-tetrahydro-7H-pyrano[3,4-c][1,2]oxazole), oxime, C(C1=CC=CC=C1)OC[C@@H](CC=C)OCC=NO (2-{[(2R)-1-(benzyloxy)pent-4-en-2-yl]oxy}-N-hydroxyethanimine), C(C)OC(CO[C@@H](COCC1=CC=CC=C1)CC=C)OCC (({[(2R)-2-(2,2-diethoxyethoxyl)pent-4-en-1-yl]oxy}methyl)benzene). Product: C1(CC1)C(C/C=C/C(=O)OC)OCC=NO (methyl (2E)-5-cyclopropyl-5-{[2-(hydroxyimino)ethyl]oxy}pent-2-enoate). Reaction SMILES: [CH:1]1([CH:4]([O:12][CH2:13][CH:14](OCC)OCC)[CH2:5]/[CH:6]=[CH:7]/[C:8]([O:10][CH3:11])=[O:9])[CH2:3][CH2:2]1.C(OC[C@H](OCC=[N:37][OH:38])CC=C)C1C=CC=CC=1.C(OC(OCC)CO[C@H](CC=C)COCC1C=CC=CC=1)C.C(OC[C@@H]1OCC2=NOC[C@@H]2C1)C1C=CC=CC=1>>[CH:1]1([CH:4]([O:12][CH2:13][CH:14]=[N:37][OH:38])[CH2:5]/[CH:6]=[CH:7]/[C:8]([O:10][CH3:11])=[O:9])[CH2:3][CH2:2]1. Procedure: Methyl (2E)-5-cyclopropyl-5-(2,2-diethoxyethoxyl)pent-2-enoate (C34) was converted to the product using the method described for synthesis of 2-{[(2R)-1-(benzyloxy)pent-4-en-2-yl]oxy}-N-hydroxyethanimine (C3) in the section “Alternate conversion of C2 to C4.” The product was obtained as an oil: 1H NMR analysis indicated a roughly 1:1 mixture of geometric isomers around the oxime. Yield: 3.50 g, 15.4 mmol, 73%. 1H NMR (400 MHz, CDCl3) δ 7.73 and 7.47 (2 br s, total 1H), [7.49 (dd, J=5.8, 5.6 Hz) ... Reactants: COC=1C=C2C=CNC2=CC1 (5-methoxyindol), N1CCC(CC1)=O (4-piperidone). The reagents and catalysts are [Pt](=O)=O (platinum (IV) oxide). The product is COC=1C=C2C(=CNC2=CC1)C1CCNCC1 (5-methoxy-3-piperidin-4-yl-1H-indole). Isolated yield 73.8%. Reaction SMILES: [CH3:1][O:2][C:3]1[CH:4]=[C:5]2[C:9](=[CH:10][CH:11]=1)[NH:8][CH:7]=[CH:6]2.[NH:12]1[CH2:17][CH2:16][C:15](=O)[CH2:14][CH2:13]1>[Pt](=O)=O>[CH3:1][O:2][C:3]1[CH:4]=[C:5]2[C:9](=[CH:10][CH:11]=1)[NH:8][CH:7]=[C:6]2[CH:15]1[CH2:16][CH2:17][NH:12][CH2:13][CH2:14]1. Reported procedure: This compound was prepared following the procedure described in example 1 (parts A and B) starting with 5.9 g (40 mmol) of 5-methoxyindol and 15.5 g (100 mmol) of 4-piperidone. In this case the hydrogenation took place for 24 hours at 30 psi and the catalyst used was platinum (IV) oxide. 6.8 g (74% of yield) of 5-methoxy-3-piperidin-4-yl-1H-indole were obtained.